From a dataset of the Open Reaction Database (ORD), a public repository of structured organic reaction records. describe an organic reaction: reactants, conditions, products, and yield Reactants: BrC1=CC=C(N)C=C1 (4-bromo-aniline), C(C1=CC=CC=C1)=O (benzaldehyde), C(C1=CC=CC=C1)(=O)O (benzoic acid), C(CCC#C)O (4-pentyn-1-ol). The reagents and catalysts are Cl[Pd]Cl (PdCl2), [Cu]I (CuI). Solvent: C(C)N(CC)CC (triethylamine), C(C)N(CC)CC (triethylamine), O (water). Reaction conditions: temperature 50 celsius. The product is NC1=CC=C(C=C1)C#CCCCO (5-(4-aminophenyl)-4-pentyn-1-ol). Yield: 130.1%. RXN SMILES: Br[C:2]1[CH:8]=[CH:7][C:5]([NH2:6])=[CH:4][CH:3]=1.[CH:9](=[O:16])[C:10]1C=C[CH:13]=[CH:12][CH:11]=1.C(O)(=O)C1C=CC=CC=1.C(O)CCC#C>C(N(CC)CC)C.Cl[Pd]Cl.[Cu]I.O>[NH2:6][C:5]1[CH:7]=[CH:8][C:2]([C:13]#[C:12][CH2:11][CH2:10][CH2:9][OH:16])=[CH:3][CH:4]=1. Procedure: A mixture of 4-bromo-aniline (1.72 g, 10 mmol), benzaldehyde (0.27 g, 2.5 mmol), benzoic acid (0.05 g, 0.4 mmol), PdCl2 (2 mg) and triethylamine (3.5 g) was deaerated by bubbling nitrogen and then heated to reflux for 45 min. Thin-layer chromatography showed the formation of N-benzylidene 4-aminophenylbromide). The reaction mixture was cooled to 50° C. and treated with triphenylphosphine (73 mg in 1 g of triethylamine) followed by a slurry of CuI (20 mg) and 4-pentyn-1-ol (1.1 g, 13 mmol). This ... Reactants: C(C)OC(=O)C1=C(N(C(=C1Br)Br)C1=CC=CC=C1)CBr (4,5-dibromo-2-bromomethyl-1-phenyl-1H-pyrrole-3-carboxylic acid ethyl ester), C(C)OC(CNC(=O)OC(C)(C)C)=O (tert-butoxycarbonylamino-acetic acid ethyl ester). Yields the product C(C)OC(=O)C1=C(N(C(=C1Br)Br)C1=CC=CC=C1)CN(CC(=O)OCC)C(=O)OC(C)(C)C (4,5-Dibromo-2-[(tert-butoxycarbonyl-ethoxycarbonylmethyl-amino)-methyl]-1-phenyl-1H-pyrrole-3-carboxylic acid ethyl ester). As a reaction SMILES: [CH2:1]([O:3][C:4]([C:6]1[C:10]([Br:11])=[C:9]([Br:12])[N:8]([C:13]2[CH:18]=[CH:17][CH:16]=[CH:15][CH:14]=2)[C:7]=1[CH2:19]Br)=[O:5])[CH3:2].[CH2:21]([O:23][C:24](=[O:34])[CH2:25][NH:26][C:27]([O:29][C:30]([CH3:33])([CH3:32])[CH3:31])=[O:28])[CH3:22]>>[CH2:1]([O:3][C:4]([C:6]1[C:10]([Br:11])=[C:9]([Br:12])[N:8]([C:13]2[CH:18]=[CH:17][CH:16]=[CH:15][CH:14]=2)[C:7]=1[CH2:19][N:26]([C:27]([O:29][C:30]([CH3:31])([CH3:33])[CH3:32])=[O:28])[CH2:25][C:24]([O:23][CH2:21][CH3:22])=[O:34])=[O:5])[CH3:2]. Procedure details: Prepared in analogy to that of Example 1(c) from 4,5-dibromo-2-bromomethyl-1-phenyl-1H-pyrrole-3-carboxylic acid ethyl ester and tert-butoxycarbonylamino-acetic acid ethyl ester. The title compound, ESI MS (m/z): 609 (M+Na+). The reactants are FC(F)(F)c1cc(CBr)ccc1Cl, O=C([O-])[O-], [Cs+], [Cs+], CN(C)C=O, CC(C)(C)OC(=O)CC1CCn2c1cc1cc(O)ccc12. Product: CC(C)(C)OC(=O)CC1CCn2c1cc1cc(OCc3ccc(Cl)c(C(F)(F)F)c3)ccc12. RXN SMILES: [Br:28][CH2:29][c:30]1[cH:31][c:32]([C:37]([F:38])([F:39])[F:40])[c:33]([Cl:36])[cH:34][cH:35]1.[C:22](=[O:23])([O-:24])[O-:25].[Cs+:26].[Cs+:27].[O:41]=[CH:42][N:43]([CH3:44])[CH3:45].[OH:1][c:2]1[cH:3][c:4]2[cH:5][c:6]3[n:7]([c:8]2[cH:9][cH:10]1)[CH2:11][CH2:12][CH:13]3[CH2:14][C:15](=[O:16])[O:17][C:18]([CH3:19])([CH3:20])[CH3:21]>>[O:1]([c:2]1[cH:3][c:4]2[cH:5][c:6]3[n:7]([c:8]2[cH:9][cH:10]1)[CH2:11][CH2:12][CH:13]3[CH2:14][C:15](=[O:16])[O:17][C:18]([CH3:19])([CH3:20])[CH3:21])[CH2:29][c:30]1[cH:31][c:32]([C:37]([F:38])([F:39])[F:40])[c:33]([Cl:36])[cH:34][cH:35]1. The reactants are COC(=O)C1CC(C(=O)OC(C)(C)C)N(C(=O)CNC(=O)Nc2cccc(C)c2)C1c1ccccc1, CO, [K+], [OH-], O. The product is Cc1cccc(NC(=O)NCC(=O)N2C(C(=O)OC(C)(C)C)CC(C(=O)O)C2c2ccccc2)c1. RXN SMILES: [CH3:1][c:2]1[cH:3][c:4]([NH:8][C:9]([NH:10][CH2:11][C:12](=[O:13])[N:14]2[CH:15]([C:29](=[O:30])[O:31][C:32]([CH3:33])([CH3:34])[CH3:35])[CH2:16][CH:17]([C:25](=[O:26])[O:27][CH3:28])[CH:18]2[c:19]2[cH:20][cH:21][cH:22][cH:23][cH:24]2)=[O:36])[cH:5][cH:6][cH:7]1.[CH3:40][OH:41].[K+:38].[OH-:37].[OH2:39]>>[CH3:1][c:2]1[cH:3][c:4]([NH:8][C:9]([NH:10][CH2:11][C:12](=[O:13])[N:14]2[CH:15]([C:29](=[O:30])[O:31][C:32]([CH3:33])([CH3:34])[CH3:35])[CH2:16][CH:17]([C:25](=[O:26])[OH:27])[CH:18]2[c:19]2[cH:20][cH:21][cH:22][cH:23][cH:24]2)=[O:36])[cH:5][cH:6][cH:7]1. Reactants: C(C)(=O)O (acetic acid), ClC1CC2(C3=CC=CC=C13)CCCC2 (3'-chlorospiro(cyclopentane-1,1'-indan)). Reagents/catalysts: [O-2].[O-2].[O-2].[Cr+6] (chromium trioxide). Solvent: O (water). The product is C12(CC(C3=CC=CC=C13)=O)CCCC2 (Spiro(cyclopentane-1,1'-indan)-3'-one). As a reaction SMILES: [C:1]([OH:4])(=O)[CH3:2].Cl[CH:6]1[C:14]2[C:9](=CC=[CH:12][CH:13]=2)[C:8]2([CH2:18][CH2:17][CH2:16][CH2:15]2)[CH2:7]1>[O-2].[O-2].[O-2].[Cr+6].O>[C:8]12([CH2:15][CH2:16][CH2:17][CH2:18]1)[C:7]1[C:2](=[CH:12][CH:13]=[CH:14][CH:6]=1)[C:1](=[O:4])[CH2:9]2 |f:2.3.4.5|. Procedure details: To a mixture of acetic acid (75 ml), water (75 ml) and chromium trioxide (75 g; 0.75 moles) there are added dropwise under agitation 3'-chlorospiro(cyclopentane-1,1'-indan) (103 g; 0.5 moles), the temperature being held at 30°-40° C. by external cooling. Starting materials: C(C)OC(CC1=NC(=CC=C1[N+](=O)[O-])Cl)=O ((6-chloro-3-nitro-pyridin-2-yl)-acetic acid ethyl ester), [H-].[Na+] (NaH), C(=O)(O)[O-].[Na+] (NaHCO3), [H-].[Na+] (Sodium hydride), OC1CCN(CC1)C (4-hydroxy-1-methylpiperidine). The solvent is C1CCOC1 (THF), C1CCOC1 (THF), CCOC(=O)C (EtOAc), [OH-].[Na+] (NaOH). Reaction conditions: time 30 minute. Product: C(C)OC(CC1=NC(=CC=C1[N+](=O)[O-])OC1CCN(CC1)C)=O ([6-(1-Methyl-piperidin-4-yloxy)-3-nitro-pyridin-2-yl]-acetic Acid Ethyl Ester). Reaction SMILES: [H-].[Na+].[OH:3][CH:4]1[CH2:9][CH2:8][N:7]([CH3:10])[CH2:6][CH2:5]1.[CH2:11]([O:13][C:14](=[O:26])[CH2:15][C:16]1[C:21]([N+:22]([O-:24])=[O:23])=[CH:20][CH:19]=[C:18](Cl)[N:17]=1)[CH3:12].C([O-])(O)=O.[Na+]>C1COCC1.CCOC(C)=O.[OH-].[Na+]>[CH2:11]([O:13][C:14](=[O:26])[CH2:15][C:16]1[C:21]([N+:22]([O-:24])=[O:23])=[CH:20][CH:19]=[C:18]([O:3][CH:4]2[CH2:9][CH2:8][N:7]([CH3:10])[CH2:6][CH2:5]2)[N:17]=1)[CH3:12] |f:0.1,4.5,8.9|. Procedure details: Sodium hydride (60%, 1.64 g, 41 mmol) is added to a solution of 4-hydroxy-1-methylpiperidine (4.72 g, 41 mmol) in THF (82 mL) at room temperature. The mixture is stirred for a period of 30 minutes. A solution of (6-chloro-3-nitro-pyridin-2-yl)-acetic acid ethyl ester (5.0 g, 20.5 mmol) in THF (10 mL) is then added. The resulting purple mixture is stirred at room temperature for a period of 70 minutes. An additional portion of NaH (410 mg, 10.3 mmol) is added. The resulting mixture is stirred for... The reactants are ClC=1N=NC=2C3=C(CCC2C1)C=CC=C3 (3-chloro-5,6-dihydrobenzo[h]cinnoline), N1=C(N=CC=C1)N1CCNCC1 (1-(2-pyrimidyl)piperazine), Cl.[NH4+] (ammonium hydrochloride). Run in 1-BuOH. Run at temperature 130 celsius, time 48 hour. Product: N1=C(N=CC=C1)N1CCN(CC1)C=1N=NC=2C3=C(CCC2C1)C=CC=C3 (5,6-dihydro-3-(4-(pyrimidin-2-yl)piperazin-1-yl)benzo[h]cinnoline). Yield: 87.0%. RXN SMILES: Cl[C:2]1[N:3]=[N:4][C:5]2[C:6]3[CH:15]=[CH:14][CH:13]=[CH:12][C:7]=3[CH2:8][CH2:9][C:10]=2[CH:11]=1.[N:16]1[CH:21]=[CH:20][CH:19]=[N:18][C:17]=1[N:22]1[CH2:27][CH2:26][NH:25][CH2:24][CH2:23]1.Cl.[NH4+]>>[N:16]1[CH:21]=[CH:20][CH:19]=[N:18][C:17]=1[N:22]1[CH2:27][CH2:26][N:25]([C:2]2[N:3]=[N:4][C:5]3[C:6]4[CH:15]=[CH:14][CH:13]=[CH:12][C:7]=4[CH2:8][CH2:9][C:10]=3[CH:11]=2)[CH2:24][CH2:23]1 |f:2.3|. Reported procedure: A mixture of comprising about 0.01 mol of 3-chloro-5,6-dihydrobenzo[h]cinnoline, about 0.05 mol of 1-(2-pyrimidyl)piperazine and about 0.01 mol of ammonium hydrochloride was prepared in about 15 ml of 1-BuOH. The mixture was stirred at 130° C. for 48 h, and then the solvent was removed under reduced pressure. The remaining residue was then extracted with ethyl acetate, washed with water and brine, dried over anhydrous Na2SO4. Removal of solvent followed by recrystallization from 95% ethanol yiel... The reactants are CN1CCC2=CC(=CC=C12)[N+](=O)[O-] (1-methyl-5-nitroindoline), O.NN (hydrazine hydrate). Reagents/catalysts: [Ni] (Raney nickel). Solvent: C(C)O (ethanol). The product is CN1CCC2=CC(=CC=C12)N (1-methyl-5-aminoindoline). Reaction SMILES: [CH3:1][N:2]1[C:10]2[C:5](=[CH:6][C:7]([N+:11]([O-])=O)=[CH:8][CH:9]=2)[CH2:4][CH2:3]1.O.NN>[Ni].C(O)C>[CH3:1][N:2]1[C:10]2[C:5](=[CH:6][C:7]([NH2:11])=[CH:8][CH:9]=2)[CH2:4][CH2:3]1 |f:1.2|. Reported procedure: Approximately 400 mg of Raney nickel is added to a mixture of 2.84 g (15.9 mmole) of −1-methyl-5-nitroindoline and 4 ml (80 mmole) of hydrazine hydrate in 60 ml of absolute ethanol. The reaction mixture is heated to reflux for 5 hours. After returning to 23° C., a little silica is added to the flask and the solvent is evaporated off under vacuum. The evaporation residue is placed directly at the top of a chromatography column. The expected product is eluted using a Heptane/AcOEt mixture (3/7). A... Starting materials: [Si](C1=CC=CC=C1)(C1=CC=CC=C1)(C(C)(C)C)OCC=1C(=C(N)C=CC1Cl)Cl (3-(tert-butyldiphenylsilyloxymethyl)-2,4-dichloroaniline), COC1OC(CC1)OC (2,5-dimethoxytetrahydrofuran). Run in C(C)(=O)O (acetic acid). Reaction conditions: temperature 90 celsius, time 1 hour. Product: [Si](C1=CC=CC=C1)(C1=CC=CC=C1)(C(C)(C)C)OCC=1C(=C(C=CC1Cl)N1C=CC=C1)Cl (1-[3-(tert-butyldiphenylsilyloxymethyl)-2,4-dichlorophenyl]pyrrole). The yield is 85.8%. As a reaction SMILES: [Si:1]([O:18][CH2:19][C:20]1[C:21]([Cl:28])=[C:22]([CH:24]=[CH:25][C:26]=1[Cl:27])[NH2:23])([C:14]([CH3:17])([CH3:16])[CH3:15])([C:8]1[CH:13]=[CH:12][CH:11]=[CH:10][CH:9]=1)[C:2]1[CH:7]=[CH:6][CH:5]=[CH:4][CH:3]=1.CO[CH:31]1[CH2:35][CH2:34][CH:33](OC)O1>C(O)(=O)C>[Si:1]([O:18][CH2:19][C:20]1[C:21]([Cl:28])=[C:22]([N:23]2[CH:31]=[CH:35][CH:34]=[CH:33]2)[CH:24]=[CH:25][C:26]=1[Cl:27])([C:14]([CH3:15])([CH3:17])[CH3:16])([C:8]1[CH:9]=[CH:10][CH:11]=[CH:12][CH:13]=1)[C:2]1[CH:7]=[CH:6][CH:5]=[CH:4][CH:3]=1. Procedure: To a solution of 3-(tert-butyldiphenylsilyloxymethyl)-2,4-dichloroaniline (6.08 g) in acetic acid (15 ml) was added 2,5-dimethoxytetrahydrofuran (1.87 g). The mixture was stirred at 90° C. for 1 hour and evaporated under reduced pressure. The residue was purified by a silica gel column chromatography eluted with n-hexane-ethyl acetate to give 1-[3-(tert-butyldiphenylsilyloxymethyl)-2,4-dichlorophenyl]pyrrole (5.82 g) as a pale yellow oil.